From a dataset of the Open Reaction Database (ORD), a public repository of structured organic reaction records. describe an organic reaction: reactants, conditions, products, and yield Starting materials: ClC1=CC=C(C=C1)SC1=C(N=C(N1C)C1=NC=CC=C1)C1=CC=C(C=C1)C(C(F)(F)F)=O (1-(4-{5-[(4-Chlorophenyl)thio]-1-methyl-2-pyridin-2-yl-1H-imidazol-4-yl}phenyl)-2,2,2-trifluoroethanone), alcohol. The solvent is CCO (EtOH). Product: ClC1=CC=C(C=C1)SC1=C(N=C(N1C)C1=NC=CC=C1)C1=CC=C(C=C1)C(C(F)(F)F)O (1-(4-{5-[(4-Chlorophenyl)thio]-1-methyl-2-pyridin-2-yl-1H-imidazol-4-yl}phenyl)-2,2,2-trifluoroethanol). RXN SMILES: [Cl:1][C:2]1[CH:7]=[CH:6][C:5]([S:8][C:9]2[N:13]([CH3:14])[C:12]([C:15]3[CH:20]=[CH:19][CH:18]=[CH:17][N:16]=3)=[N:11][C:10]=2[C:21]2[CH:26]=[CH:25][C:24]([C:27](=[O:32])[C:28]([F:31])([F:30])[F:29])=[CH:23][CH:22]=2)=[CH:4][CH:3]=1>CCO>[Cl:1][C:2]1[CH:3]=[CH:4][C:5]([S:8][C:9]2[N:13]([CH3:14])[C:12]([C:15]3[CH:20]=[CH:19][CH:18]=[CH:17][N:16]=3)=[N:11][C:10]=2[C:21]2[CH:26]=[CH:25][C:24]([CH:27]([OH:32])[C:28]([F:29])([F:30])[F:31])=[CH:23][CH:22]=2)=[CH:6][CH:7]=1. Procedure: The title compound was prepared from 1-(4-{5-[(4-chlorophenyl)thio]-1-methyl-2-pyridin-2-yl-1H-imidazol-4-yl}phenyl)-2,2,2-trifluoroethanone (Example 58) following the procedure described for Example 55. 1H NMR (500 MHz, (CDCl3): 8.64 (broad s, 1H), 8.39 (broad d, 1H), 7.84 (t, 1H), 7.36 (t, 1H), 7.25 (d, 2H), 7.23 (d, 2H), 7.06 (d, 2H), 7.03 (d, 2H), 4.59 (m, 1H), 4.15 (s, 3H). LCMS: m/z 476 (M+H)+.)+. The racemic alcohol was resolved on a Chiral OJ column (20% EtOH/80% hexanes, flow rate 1 mL/... Reactants: O=C(CS(=O)(=O)Cl)c1ccccc1, ClCCl, COc1cc(N)c2c(c1)OC(C)C2, c1ccncc1. The product is COc1cc(NS(=O)(=O)CC(=O)c2ccccc2)c2c(c1)OC(C)C2. Reaction SMILES: [CH2:20]([C:21](=[O:22])[c:23]1[cH:24][cH:25][cH:26][cH:27][cH:28]1)[S:29](=[O:30])(=[O:31])[Cl:32].[CH2:33]([Cl:34])[Cl:35].[CH3:1][O:2][c:3]1[cH:4][c:5]2[c:6]([c:11]([NH2:13])[cH:12]1)[CH2:7][CH:8]([CH3:10])[O:9]2.[cH:14]1[cH:15][cH:16][n:17][cH:18][cH:19]1>>[CH3:1][O:2][c:3]1[cH:4][c:5]2[c:6]([c:11]([NH:13][S:29]([CH2:20][C:21](=[O:22])[c:23]3[cH:24][cH:25][cH:26][cH:27][cH:28]3)(=[O:30])=[O:31])[cH:12]1)[CH2:7][CH:8]([CH3:10])[O:9]2. Starting materials: CC(=O)O, N#Cc1ccc(N)cc1F, N#C[Na], O=C1CCCC1. The product is N#Cc1ccc(NC2(C#N)CCCC2)cc1F. Reaction SMILES: [CH3:20][C:21](=[O:22])[OH:23].[NH2:4][c:5]1[cH:6][c:7]([F:13])[c:8]([C:9]#[N:10])[cH:11][cH:12]1.[Na:1][C:2]#[N:3].[O:14]=[C:15]1[CH2:16][CH2:17][CH2:18][CH2:19]1>>[C:2](#[N:3])[C:15]1([NH:4][c:5]2[cH:6][c:7]([F:13])[c:8]([C:9]#[N:10])[cH:11][cH:12]2)[CH2:16][CH2:17][CH2:18][CH2:19]1. The reactants are C(CCCCCCCCCCC)C1=CC=C(N)C=C1 (p-n-dodecylaniline), C(C)(=O)OC(C)=O (acetic anhydride), C(C)(=O)OC(C)=O (acetic anhydride). Run at temperature 40 celsius, time 3 hour. Product: C(C)(=O)NC1=CC=C(C=C1)CCCCCCCCCCCC (N-Acetyl-4-n-dodecylaniline). As a reaction SMILES: [CH2:1]([C:13]1[CH:19]=[CH:18][C:16]([NH2:17])=[CH:15][CH:14]=1)[CH2:2][CH2:3][CH2:4][CH2:5][CH2:6][CH2:7][CH2:8][CH2:9][CH2:10][CH2:11][CH3:12].[C:20](OC(=O)C)(=[O:22])[CH3:21]>>[C:20]([NH:17][C:16]1[CH:15]=[CH:14][C:13]([CH2:1][CH2:2][CH2:3][CH2:4][CH2:5][CH2:6][CH2:7][CH2:8][CH2:9][CH2:10][CH2:11][CH3:12])=[CH:19][CH:18]=1)(=[O:22])[CH3:21]. Procedure details: In a 1-liter flask fitted with a stirrer and reflux condenser is added 137.5 grams (0.525 mole) of p-n-dodecylaniline, dissolved in 138 ml of tolune. To this is added over a 15-minute period 57.5 ml of acetic anhydride. The temperature rises from 40° to 80° C. After all the acetic anhydride is added, the reaction mixture is stirred at 40° C. for 3 hours. The reaction mixture is then cooled to yield the crude product which is recrystallized from 800 ml of methanol to give 151.1 grams of the above... Reactants: OC=1C=C(C(=O)NC2=NN(C=C2)C)C=C(C1)OC1CCOCC1 (3-Hydroxy-N-(1-methyl-1H-pyrazol-3-yl)-5-(tetrahydro-2H-pyran-4-yloxy)benzamide), N1(CCC1)C(=O)C1=NC=C(N=C1)Cl (2-(azetidin-1-ylcarbonyl)-5-chloropyrazine), C([O-])([O-])=O.[K+].[K+] (potassium carbonate). Solvent: C(C)#N (acetonitrile). Reaction conditions: temperature 120 celsius. Product: N1(CCC1)C(=O)C=1N=CC(=NC1)OC=1C=C(C(=O)NC2=NN(C=C2)C)C=C(C1)OC1CCOCC1 (3-{[5-(Azetidin-1-ylcarbonyl)pyrazin-2-yl]oxy}-N-(1-methyl-1H-pyrazol-3-yl)-5-(tetrahydro-2H-pyran-4-yloxy)benzamide). Yield: 12.3%. RXN SMILES: [OH:1][C:2]1[CH:3]=[C:4]([CH:14]=[C:15]([O:17][CH:18]2[CH2:23][CH2:22][O:21][CH2:20][CH2:19]2)[CH:16]=1)[C:5]([NH:7][C:8]1[CH:12]=[CH:11][N:10]([CH3:13])[N:9]=1)=[O:6].[N:24]1([C:28]([C:30]2[CH:35]=[N:34][C:33](Cl)=[CH:32][N:31]=2)=[O:29])[CH2:27][CH2:26][CH2:25]1.C(=O)([O-])[O-].[K+].[K+]>C(#N)C>[N:24]1([C:28]([C:30]2[N:31]=[CH:32][C:33]([O:1][C:2]3[CH:3]=[C:4]([CH:14]=[C:15]([O:17][CH:18]4[CH2:23][CH2:22][O:21][CH2:20][CH2:19]4)[CH:16]=3)[C:5]([NH:7][C:8]3[CH:12]=[CH:11][N:10]([CH3:13])[N:9]=3)=[O:6])=[N:34][CH:35]=2)=[O:29])[CH2:27][CH2:26][CH2:25]1 |f:2.3.4|. Procedure: 3-Hydroxy-N-(1-methyl-1H-pyrazol-3-yl)-5-(tetrahydro-2H-pyran-4-yloxy)benzamide (209 mg, 0.66 mmol), 2-(azetidin-1-ylcarbonyl)-5-chloropyrazine (159 mg, 0.80 mmol) and potassium carbonate (184 mg, 1.33 mmol) were dissolved/suspended in acetonitrile (3.5 mL). The reaction mixture was heated in a microwave reactor for 4 hours at 120° C. then cooled, filtered and reduced in vacuo. The crude product was purified by chromatography on silica, eluting with 0-5% methanol in DCM, to give the required pro... Starting materials: [K].C(C)(=O)OC1=C(C(=O)OC)C=C(C=C1)C=CC1=CC=C(C=C1)S(=O)(=O)O (Methyl 2- acetyloxy-5-[2-(4-sulfophenyl)ethenyl]benzoate potassium salt), [OH-].[Na+] (sodium hydroxide), CN(C=O)C (Dimethylformamide), S(=O)(Cl)Cl (thionyl chloride). Solvent: ClCCl (dichloromethane), O (water). Conditions: time 3 hour. The product is C(C)(=O)OC1=C(C(=O)OC)C=C(C=C1)C=CC1=CC=C(C=C1)S(=O)(=O)Cl (Methyl 2-acetyloxy-5-[2-(4-(chlorosulfonyl)phenyl)ethenyl]benzoate). Reaction SMILES: [K].[C:2]([O:5][C:6]1[CH:15]=[CH:14][C:13]([CH:16]=[CH:17][C:18]2[CH:23]=[CH:22][C:21]([S:24]([OH:27])(=O)=[O:25])=[CH:20][CH:19]=2)=[CH:12][C:7]=1[C:8]([O:10][CH3:11])=[O:9])(=[O:4])[CH3:3].CN(C)C=O.S(Cl)([Cl:35])=O.[OH-].[Na+]>ClCCl.O>[C:2]([O:5][C:6]1[CH:15]=[CH:14][C:13]([CH:16]=[CH:17][C:18]2[CH:23]=[CH:22][C:21]([S:24]([Cl:35])(=[O:27])=[O:25])=[CH:20][CH:19]=2)=[CH:12][C:7]=1[C:8]([O:10][CH3:11])=[O:9])(=[O:4])[CH3:3] |f:0.1,4.5,^1:0|. Reported procedure: Methyl 2- acetyloxy-5-[2-(4-sulfophenyl)ethenyl]benzoate potassium salt (42.4 g, 0.104 mol) was suspended in dichloromethane. Dimethylformamide (5 ml) and thionyl chloride were added, and the mixture refluxed with stirring for 3 h. After cooling to room temperature, water (15 ml) was added. By careful addition of 5M sodium hydroxide, the pH of the aqueous phase was adjusted to about 7. The phases were separated and the organic phase washed with water. The solution was dried (MgSO4), treated with...